From a dataset of the Open Reaction Database (ORD), a public repository of structured organic reaction records. describe an organic reaction: reactants, conditions, products, and yield Starting materials: OC(=O)C(F)(F)F.ClC=1C(=C(C=CC1)[C@H](OCCNC(OC)=O)[C@H]1CN(CCC1)C(NC(CNC)C[C@@H]1COCCCC1)=O)F (methyl 2-((1R)-(3-chloro-2-fluorophenyl)((3R)-1-(1-(methylamino)-3-((R)-oxepan-3-yl)propan-2-ylcarbamoyl)piperidin-3-yl)methoxy)ethylcarbamate TFA salt). The reagents and catalysts are [Pd] (Pd/C). The solvent is CO (MeOH). Reaction conditions: time 1 hour. The product is FC1=C(C=CC=C1)[C@H](OCCNC(OC)=O)[C@H]1CN(CCC1)C(NC(CNC)C[C@@H]1COCCCC1)=O (methyl 2-((1R)-(2-fluorophenyl)((3R)-1-(1-(methylamino)-3-((R)-oxepan-3-yl)propan-2-ylcarbamoyl)piperidin-3-yl)methoxy)ethylcarbamate), C(=O)(C(F)(F)F)O (TFA). Isolated yield 89.7%. Reaction SMILES: [OH:1][C:2]([C:4]([F:7])([F:6])[F:5])=[O:3].Cl[C:9]1[C:10]([F:45])=[C:11]([C@@H:15]([C@@H:24]2[CH2:29][CH2:28][CH2:27][N:26]([C:30](=[O:44])[NH:31][CH:32]([CH2:36][C@H:37]3[CH2:43][CH2:42][CH2:41][CH2:40][O:39][CH2:38]3)[CH2:33][NH:34][CH3:35])[CH2:25]2)[O:16][CH2:17][CH2:18][NH:19][C:20](=[O:23])[O:21][CH3:22])[CH:12]=[CH:13][CH:14]=1>CO.[Pd]>[F:45][C:10]1[CH:9]=[CH:14][CH:13]=[CH:12][C:11]=1[C@@H:15]([C@@H:24]1[CH2:29][CH2:28][CH2:27][N:26]([C:30](=[O:44])[NH:31][CH:32]([CH2:36][C@H:37]2[CH2:43][CH2:42][CH2:41][CH2:40][O:39][CH2:38]2)[CH2:33][NH:34][CH3:35])[CH2:25]1)[O:16][CH2:17][CH2:18][NH:19][C:20](=[O:23])[O:21][CH3:22].[C:2]([OH:3])([C:4]([F:7])([F:6])[F:5])=[O:1] |f:0.1|. Reported procedure: To a solution of methyl 2-((1R)-(3-chloro-2-fluorophenyl)((3R)-1-(1-(methylamino)-3-((R)-oxepan-3-yl)propan-2-ylcarbamoyl)piperidin-3-yl)methoxy)ethylcarbamate TFA salt (12 mg, 0.018 mmol) in MeOH (5 mL) was added HCO2NH4 (1.2 g) and 10% Pd/C (50 mg). The mixture was stirred for 1 h at rt. The catalyst was filtered off and concentrated, the residue was purified on preparative HPLC to give methyl 2-((1R)-(2-fluorophenyl)((3R)-1-(1-(methylamino)-3-((R)-oxepan-3-yl)propan-2-ylcarbamoyl)piperidin-3-... Reactants: CC(OCC1(c2ccc(F)cc2)CCN(C(=O)OC(C)(C)C)CC1)c1cc(Br)cc2cn(COCC[Si](C)(C)C)nc12, N#C[Zn], CN(C)C=O, [Pd], c1ccc(P(c2ccccc2)c2ccccc2)cc1, c1ccc(P(c2ccccc2)c2ccccc2)cc1, c1ccc(P(c2ccccc2)c2ccccc2)cc1, c1ccc(P(c2ccccc2)c2ccccc2)cc1. The product is CC(OCC1(c2ccc(F)cc2)CCN(C(=O)OC(C)(C)C)CC1)c1cc(C#N)cc2cn(COCC[Si](C)(C)C)nc12. RXN SMILES: [Br:1][c:2]1[cH:3][c:4]2[cH:5][n:6]([CH2:35][O:36][CH2:37][CH2:38][Si:39]([CH3:40])([CH3:41])[CH3:42])[n:7][c:8]2[c:9]([CH:11]([CH3:12])[O:13][CH2:14][C:15]2([c:28]3[cH:29][cH:30][c:31]([F:34])[cH:32][cH:33]3)[CH2:16][CH2:17][N:18]([C:21](=[O:22])[O:23][C:24]([CH3:25])([CH3:26])[CH3:27])[CH2:19][CH2:20]2)[cH:10]1.[C:43](#[N:44])[Zn:45].[CH3:46][N:47]([CH3:48])[CH:49]=[O:50].[Pd:51].[c:109]1([P:110]([c:111]2[cH:112][cH:113][cH:114][cH:115][cH:116]2)[c:117]2[cH:118][cH:119][cH:120][cH:121][cH:122]2)[cH:123][cH:124][cH:125][cH:126][cH:127]1.[c:52]1([P:53]([c:54]2[cH:55][cH:56][cH:57][cH:58][cH:59]2)[c:60]2[cH:61][cH:62][cH:63][cH:64][cH:65]2)[cH:66][cH:67][cH:68][cH:69][cH:70]1.[c:71]1([P:72]([c:73]2[cH:74][cH:75][cH:76][cH:77][cH:78]2)[c:79]2[cH:80][cH:81][cH:82][cH:83][cH:84]2)[cH:85][cH:86][cH:87][cH:88][cH:89]1.[c:90]1([P:91]([c:92]2[cH:93][cH:94][cH:95][cH:96][cH:97]2)[c:98]2[cH:99][cH:100][cH:101][cH:102][cH:103]2)[cH:104][cH:105][cH:106][cH:107][cH:108]1>>[c:2]1([C:43]#[N:44])[cH:3][c:4]2[cH:5][n:6]([CH2:35][O:36][CH2:37][CH2:38][Si:39]([CH3:40])([CH3:41])[CH3:42])[n:7][c:8]2[c:9]([CH:11]([CH3:12])[O:13][CH2:14][C:15]2([c:28]3[cH:29][cH:30][c:31]([F:34])[cH:32][cH:33]3)[CH2:16][CH2:17][N:18]([C:21](=[O:22])[O:23][C:24]([CH3:25])([CH3:26])[CH3:27])[CH2:19][CH2:20]2)[cH:10]1. Starting materials: CC1(C(C1C=C(C1=CC=C(C=C1)OC(F)(F)F)Cl)C(=O)O)C (2,2-dimethyl-3-(2-chloro-2-(4-trifluoromethoxy-phenyl)-vinyl)-cyclopropanecarboxylic acid), S(=O)(Cl)Cl (thionyl chloride). Run in C(Cl)(Cl)(Cl)Cl (carbon tetrachloride). Product: CC1(C(C1C=C(C1=CC=C(C=C1)OC(F)(F)F)Cl)C(=O)Cl)C (2,2-dimethyl-3-(2-chloro-2-(4-trifluoromethoxy-phenyl)-vinyl)-cyclopropanecarboxylic acid chloride). The yield is 94.7%. Reaction SMILES: [CH3:1][C:2]1([CH3:22])[CH:4]([CH:5]=[C:6]([Cl:18])[C:7]2[CH:12]=[CH:11][C:10]([O:13][C:14]([F:17])([F:16])[F:15])=[CH:9][CH:8]=2)[CH:3]1[C:19](O)=[O:20].S(Cl)([Cl:25])=O>C(Cl)(Cl)(Cl)Cl>[CH3:1][C:2]1([CH3:22])[CH:4]([CH:5]=[C:6]([Cl:18])[C:7]2[CH:12]=[CH:11][C:10]([O:13][C:14]([F:17])([F:16])[F:15])=[CH:9][CH:8]=2)[CH:3]1[C:19]([Cl:25])=[O:20]. Procedure details: 19.4 g (0.058 mol) of 2,2-dimethyl-3-(2-chloro-2-(4-trifluoromethoxy-phenyl)-vinyl)-cyclopropanecarboxylic acid were dissolved in 150 ml of carbon tetrachloride, and 15 g of thionyl chloride were slowly added dropwise at 25° C., while stirring. The mixture was then heated to the reflux temperature for 4 hours. After this reaction time, excess thionyl chloride and carbon tetrachloride were distilled off under a waterpump vacuum. Last residues of solvent were removed by brief incipient distillatio... The reactants are CO, Cc1ccc(C(=O)O)c(F)c1, O=S(Cl)Cl. The product is COC(=O)c1ccc(C)cc1F. RXN SMILES: [CH3:16][OH:17].[F:1][c:2]1[c:3]([C:4](=[O:5])[OH:6])[cH:7][cH:8][c:9]([CH3:11])[cH:10]1.[S:12]([Cl:13])([Cl:14])=[O:15]>>[F:1][c:2]1[c:3]([C:4]([O:5][CH3:16])=[O:6])[cH:7][cH:8][c:9]([CH3:11])[cH:10]1. The reactants are Cl.N[C@@H]1CC[C@H](CC1)NC(=O)C1=CNC2=C1N=CN=C2C2=C(C=CC(=C2)F)OCC2CC2 (trans-4-(2-Cyclopropylmethoxy-5-fluoro-phenyl)-5H-pyrrolo[3,2-d]pyrimidine-7-carboxylic acid (4-amino-cyclohexyl)-amide hydrochloride), C(CC)(=O)Cl (propionyl chloride). The product is C(CC)(=O)N[C@@H]1CC[C@H](CC1)NC(=O)C1=CNC2=C1N=CN=C2C2=C(C=CC(=C2)F)OCC2CC2 (trans-4-(2-Cyclopropylmethoxy-5-fluoro-phenyl)-5H-pyrrolo[3,2-d]pyrimidine-7-carboxylic acid (4-propionylamino-cyclohexyl)-amide). Reaction SMILES: Cl.[NH2:2][C@H:3]1[CH2:8][CH2:7][C@H:6]([NH:9][C:10]([C:12]2[C:16]3[N:17]=[CH:18][N:19]=[C:20]([C:21]4[CH:26]=[C:25]([F:27])[CH:24]=[CH:23][C:22]=4[O:28][CH2:29][CH:30]4[CH2:32][CH2:31]4)[C:15]=3[NH:14][CH:13]=2)=[O:11])[CH2:5][CH2:4]1.[C:33](Cl)(=[O:36])[CH2:34][CH3:35]>>[C:33]([NH:2][C@H:3]1[CH2:8][CH2:7][C@H:6]([NH:9][C:10]([C:12]2[C:16]3[N:17]=[CH:18][N:19]=[C:20]([C:21]4[CH:26]=[C:25]([F:27])[CH:24]=[CH:23][C:22]=4[O:28][CH2:29][CH:30]4[CH2:31][CH2:32]4)[C:15]=3[NH:14][CH:13]=2)=[O:11])[CH2:5][CH2:4]1)(=[O:36])[CH2:34][CH3:35] |f:0.1|. Procedure: Starting from trans-4-(2-Cyclopropylmethoxy-5-fluoro-phenyl)-5H-pyrrolo[3,2-d]pyrimidine-7-carboxylic acid (4-amino-cyclohexyl)-amide hydrochloride (example A160) and propionyl chloride the title compound is obtained as colorless solid. Isolated yield 79.4%. Solvent: CN(C)C=O (DMF). The reactants are CCCCCC.CCOC(=O)C (hexane EtOAc), [H-].[Na+] (NaH), 43, C(#N)CCCNS(=O)(=O)C1=C(C=C(C=C1C)C)C (N-(3-Cyanopropyl)mesitylenesulfonamide), BrCCCCC#N (5-bromovaleronitrile). Procedure details: NaH (60%, 0.90 g, 23 mmol), 36 (5.02 g, 18.85 mmol), and 5-bromovaleronitrile (2.4 mL, 21 mmol) in DMF were combined and worked up by the method of 43. Column chromatography (1:1 hexane/EtOAc) provided 5.20 g (79%) of 38 as an oil: NMR δ 1.49-1.66 (m, 4 H), 1.82 (m, 2 H), 2.22 (t, 2 H, J=7), 2.25 (t, 2 H, J=7), 2.29 (s, 3 H), 2.57 (s, 6 H), 3.19 (t, 2 H, J=7), 3.29 (t, 2 H, J=7), 6.95 (s, 2 H). Anal. (C18H25N3O2S) C, H, N. Product: C(#N)CCCCN(S(=O)(=O)C1=C(C=C(C=C1C)C)C)CCCC#N (N-(4-Cyanobutyl)-N-(3-cyanopropyl)mesitylenesulfonamide). RXN SMILES: [H-].[Na+].[C:3]([CH2:5][CH2:6][CH2:7][NH:8][S:9]([C:12]1[C:17]([CH3:18])=[CH:16][C:15]([CH3:19])=[CH:14][C:13]=1[CH3:20])(=[O:11])=[O:10])#[N:4].Br[CH2:22][CH2:23][CH2:24][CH2:25][C:26]#[N:27].CCCCCC.CCOC(C)=O>CN(C=O)C>[C:26]([CH2:25][CH2:24][CH2:23][CH2:22][N:8]([CH2:7][CH2:6][CH2:5][C:3]#[N:4])[S:9]([C:12]1[C:17]([CH3:18])=[CH:16][C:15]([CH3:19])=[CH:14][C:13]=1[CH3:20])(=[O:10])=[O:11])#[N:27] |f:0.1,4.5|. The reactants are C1CCOC1, CCOC=O, CC(C)CCC(=O)C(C)C, CC(C)(C)[O-], CCOCC, [K+]. Yields the product CC(C)CC(=CO)C(=O)C(C)C. RXN SMILES: [CH2:22]1[O:23][CH2:24][CH2:25][CH2:26]1.[CH2:7]([O:8][CH:9]=[O:10])[CH3:11].[CH3:12][CH:13]([CH3:14])[C:15]([CH2:16][CH2:17][CH:18]([CH3:19])[CH3:20])=[O:21].[CH3:1][C:2]([CH3:3])([O-:4])[CH3:5].[CH3:27][CH2:28][O:29][CH2:30][CH3:31].[K+:6]>>[CH:2]([OH:4])=[C:16]([C:15]([CH:13]([CH3:12])[CH3:14])=[O:21])[CH2:17][CH:18]([CH3:19])[CH3:20]. Starting materials: C(C)OC(=O)C=1N=CN(C1)C1=CC(=CC=C1)C=1C(=NC(=NC1)OC)OC (1-[3-(2,4-Dimethoxy-pyrimidin-5-yl)-phenyl]-1H-imidazole-4-carboxylic acid ethyl ester), [OH-].[K+] (potassium hydroxide). Run in C(C)O (ethanol). Yields the product COC1=NC=C(C(=N1)OC)C=1C=C(C=CC1)N1C=NC(=C1)C(=O)O (1-[3-(2,4-Dimethoxy-pyrimidin-5-yl)-phenyl]-1H-imidazole-4-carboxylic acid). Reaction SMILES: C([O:3][C:4]([C:6]1[N:7]=[CH:8][N:9]([C:11]2[CH:16]=[CH:15][CH:14]=[C:13]([C:17]3[C:18]([O:25][CH3:26])=[N:19][C:20]([O:23][CH3:24])=[N:21][CH:22]=3)[CH:12]=2)[CH:10]=1)=[O:5])C.[OH-].[K+]>C(O)C>[CH3:24][O:23][C:20]1[N:19]=[C:18]([O:25][CH3:26])[C:17]([C:13]2[CH:12]=[C:11]([N:9]3[CH:10]=[C:6]([C:4]([OH:5])=[O:3])[N:7]=[CH:8]3)[CH:16]=[CH:15][CH:14]=2)=[CH:22][N:21]=1 |f:1.2|. Reported procedure: This compound is prepared by hydrolysis of 23m using a 1:1 mixture of aqueous potassium hydroxide (2M) and ethanol.